Dataset: the Open Reaction Database (ORD), a public repository of structured organic reaction records. Task: describe an organic reaction: reactants, conditions, products, and yield Starting materials: O1C(CCC2=CC=CC=C12)O (chromanol), C(=O)=O (carbon dioxide). Reagents/catalysts: S(=O)(=O)([O-])[O-].[Cu+2] (copper sulfate). Product: O1CC=CC2=CC=CC=C12 (chromene). The yield is 95.8%. Reaction SMILES: [O:1]1[C:10]2[C:5](=[CH:6][CH:7]=[CH:8][CH:9]=2)[CH2:4][CH2:3][CH:2]1O.C(=O)=O>S([O-])([O-])(=O)=O.[Cu+2]>[O:1]1[C:10]2[C:5](=[CH:6][CH:7]=[CH:8][CH:9]=2)[CH:4]=[CH:3][CH2:2]1 |f:2.3|. Reported procedure: A solution was prepared by dissolving 10 g (0.054 mole) of 1-hydroxy-2-acetonaphthone, 6.6 g (0.06 mole) of norcamphor and 8 g (0.113 mole) of pyrrolidine in 300 cc of toluene. The solution was boiled for 10 hours and water was separated. After termination of the reaction, toluene was removed under reduced pressure, and the remaining chromanone compound was crystallized with acetone. Then, the chromanone compound was dissolved in 200 cc of methanol, and sodium boron hydride was gradually added t... Reactants: BrC1=CC2=C(C=3N=C(SC3CCO2)C=2N(N=CN2)C(C)C)C=C1 (8-bromo-2-(2-isopropyl-2H-[1,2,4]triazol-3-yl)-4,5-dihydro-6-oxa-3-thia-1-aza-benzo[e]azulene), CC1(OB(OC1(C)C)C=1C=NN(C1)CC(=O)OCC)C (ethyl 2-(4-(4,4,5,5-tetramethyl-1,3,2-dioxaborolan-2-yl)-1H-pyrazol-1-yl)acetate). The product is C(C)OC(CN1N=CC(=C1)C1=CC2=C(C=3N=C(SC3CCO2)C=2N(N=CN2)C(C)C)C=C1)=O ({4-[2-(2-Isopropyl-2H-[1,2,4]triazol-3-yl)-4,5-dihydro-6-oxa-3-thia-1-aza-benzo[e]azulen-8-yl]-pyrazol-1-yl}-acetic acid ethyl ester). As a reaction SMILES: Br[C:2]1[CH:23]=[CH:22][C:5]2[C:6]3[N:7]=[C:8]([C:14]4[N:15]([CH:19]([CH3:21])[CH3:20])[N:16]=[CH:17][N:18]=4)[S:9][C:10]=3[CH2:11][CH2:12][O:13][C:4]=2[CH:3]=1.CC1(C)C(C)(C)OB([C:32]2[CH:33]=[N:34][N:35]([CH2:37][C:38]([O:40][CH2:41][CH3:42])=[O:39])[CH:36]=2)O1>>[CH2:41]([O:40][C:38](=[O:39])[CH2:37][N:35]1[CH:36]=[C:32]([C:2]2[CH:23]=[CH:22][C:5]3[C:6]4[N:7]=[C:8]([C:14]5[N:15]([CH:19]([CH3:21])[CH3:20])[N:16]=[CH:17][N:18]=5)[S:9][C:10]=4[CH2:11][CH2:12][O:13][C:4]=3[CH:3]=2)[CH:33]=[N:34]1)[CH3:42]. Reported procedure: Similarly to as described in General Procedure C, 8-bromo-2-(2-isopropyl-2H-[1,2,4]triazol-3-yl)-4,5-dihydro-6-oxa-3-thia-1-aza-benzo[e]azulene 27 was reacted with ethyl 2-(4-(4,4,5,5-tetramethyl-1,3,2-dioxaborolan-2-yl)-1H-pyrazol-1-yl)acetate to give {4-[2-(2-Isopropyl-2H-[1,2,4]triazol-3-yl)-4,5-dihydro-6-oxa-3-thia-1-aza-benzo[e]azulen-8-yl]-pyrazol-1-yl}-acetic acid ethyl ester as a colorless solid. LCMS: 466. Starting materials: ClC1=CC=C(C=C1)S(=O)(=O)C1C(COC2=C(C=CC(=C12)F)F)CCC(CC=C)O (1-[4-(4-chloro-benzenesulfonyl)-5,8-difluoro-chroman-3-yl]-hex-5-en-3-ol), N1C=NC=C1 (imidazole), CC(C)(C)[Si](C)(C)Cl (TBSCl). The solvent is CN(C)C=O (DMF). Conditions: time 36 hour. Yields the product C(C)(C)(C)[Si](C)(C)OC(CC=C)CCC1COC2=C(C=CC(=C2C1S(=O)(=O)C1=CC=C(C=C1)Cl)F)F (tert-Butyl-(1-{2-[4-(4-chloro-benzenesulfonyl)-5,8-difluoro-chroman-3-yl]-ethyl}-but-3-enyloxy)-dimethyl-silane). Yield: 88.8%. As a reaction SMILES: [Cl:1][C:2]1[CH:7]=[CH:6][C:5]([S:8]([CH:11]2[C:20]3[C:15](=[C:16]([F:22])[CH:17]=[CH:18][C:19]=3[F:21])[O:14][CH2:13][CH:12]2[CH2:23][CH2:24][CH:25]([OH:29])[CH2:26][CH:27]=[CH2:28])(=[O:10])=[O:9])=[CH:4][CH:3]=1.N1C=CN=C1.[CH3:35][C:36]([Si:39](Cl)([CH3:41])[CH3:40])([CH3:38])[CH3:37]>CN(C=O)C>[C:36]([Si:39]([O:29][CH:25]([CH2:24][CH2:23][CH:12]1[CH:11]([S:8]([C:5]2[CH:4]=[CH:3][C:2]([Cl:1])=[CH:7][CH:6]=2)(=[O:9])=[O:10])[C:20]2[C:15](=[C:16]([F:22])[CH:17]=[CH:18][C:19]=2[F:21])[O:14][CH2:13]1)[CH2:26][CH:27]=[CH2:28])([CH3:41])[CH3:40])([CH3:38])([CH3:37])[CH3:35]. Reported procedure: A solution of 1-[4-(4-chloro-benzenesulfonyl)-5,8-difluoro-chroman-3-yl]-hex-5-en-3-ol (1.30 g, 2.93 mmol) in DMF (29 mL) 0° C. was treated with imidazole (0.41 g, 6.0 mmol), TBSCl (0.66 g, 4.4 mmol) and warmed to ambient temperature. After 36 h, the reaction mixture was quenched with saturated aqueous NH4Cl and extracted with EtOAc (2×). The combined organic extracts were washed H2O (3×), saturated aqueous NaHCO3, brine, dried over MgSO4 and concentrated in vacuo. Flash chromatography (1→10% Et... Reactants: C(O)([O-])=O.[Na+] (sodium hydrogencarbonate), C(C)(=O)OC1=C2C=C(N(C2=CC=C1)S(=O)(=O)C1=CC(=C(C=C1)Cl)Cl)C(=O)OC (methyl 4-acetoxy-N-(3,4-dichlorophenylsulphonyl)indole-2-carboxylate), Cl (HCl). The solvent is CO (methanol). Reaction conditions: time 48 hour. The product is ClC=1C=C(C=CC1Cl)S(=O)(=O)N1C(=CC2=C(C=CC=C12)O)C(=O)OC (Methyl N-(3,4-dichlorophenylsulphonyl)4-hydroxyindole-2-carboxylate). Yield: 87.7%. As a reaction SMILES: C(=O)([O-])O.[Na+].C([O:9][C:10]1[CH:18]=[CH:17][CH:16]=[C:15]2[C:11]=1[CH:12]=[C:13]([C:30]([O:32][CH3:33])=[O:31])[N:14]2[S:19]([C:22]1[CH:27]=[CH:26][C:25]([Cl:28])=[C:24]([Cl:29])[CH:23]=1)(=[O:21])=[O:20])(=O)C.Cl>CO>[Cl:29][C:24]1[CH:23]=[C:22]([S:19]([N:14]2[C:15]3[C:11](=[C:10]([OH:9])[CH:18]=[CH:17][CH:16]=3)[CH:12]=[C:13]2[C:30]([O:32][CH3:33])=[O:31])(=[O:21])=[O:20])[CH:27]=[CH:26][C:25]=1[Cl:28] |f:0.1|. Reported procedure: Aqueous sodium hydrogencarbonate solution (16 ml, 50%) was added to methyl 4-acetoxy-N-(3,4-dichlorophenylsulphonyl)indole-2-carboxylate (0.63 g) in methanol (15 ml) and the reaction stirred for 48 hours at room temperature. The solution was then poured into 2M HCl and extracted with ethyl acetate. Combined organic extracts were dried (MgSO4) and concentrated in vacuo to give the desired product as a gum (0.5 g, 87%); NMR δ (CD3SOCD3) 3.83 (s, 3H), 6.71 (d, 1H), 7.31 (t, 1H), 7.42-7.5 (m, 2H), 7... Reactants: FC=1C(=C(C=CC1)C=C(C(=O)OCC)N=[N+]=[N-])C (ethyl 3-(3-fluoro-2-methylphenyl)-2-azidopropenoate). Solvent: CC=1C=CC=CC1C (o-xylene), CC=1C=CC=CC1C (o-xylene). Product: FC=1C(=C2C=C(NC2=CC1)C(=O)OCC)C (ethyl 5-fluoro-4-methyl-1H-indole-2-carboxylate). Yield: 40.4%. Reaction SMILES: [F:1][C:2]1[C:3]([CH3:18])=[C:4]([CH:8]=[C:9]([N:15]=[N+]=[N-])[C:10]([O:12][CH2:13][CH3:14])=[O:11])[CH:5]=[CH:6][CH:7]=1>CC1C=CC=CC=1C>[F:1][C:2]1[C:3]([CH3:18])=[C:4]2[C:5](=[CH:6][CH:7]=1)[NH:15][C:9]([C:10]([O:12][CH2:13][CH3:14])=[O:11])=[CH:8]2. Reported procedure: A solution of ethyl 3-(3-fluoro-2-methylphenyl)-2-azidopropenoate (10.0 g, 40.1 mmol) in o-xylene (100 ml) was slowly added dropwise in o-xylene (500 ml) at a temperature of 110° C. under stirring. The mixture was stirred at 120°-122° C. for 5 hours and the solvent was distilled off under reduced pressure. The residue obtained was recrystallized from isopropylalcohol (60 ml) to give 3.58 g of ethyl 5-fluoro-4-methyl-1H-indole-2-carboxylate. The reactants are FB(F)F, CC[SiH](CC)CC, CCOCC, COC(=O)c1ccc(C(O)c2ccccc2OCc2ccccc2)cc1, CC#N, O. The product is COC(=O)c1ccc(Cc2ccccc2OCc2ccccc2)cc1. As a reaction SMILES: [B:13]([F:14])([F:15])[F:16].[CH2:1]([SiH:2]([CH2:3][CH3:4])[CH2:5][CH3:6])[CH3:7].[CH2:8]([O:9][CH2:10][CH3:11])[CH3:12].[CH3:17][O:18][C:19]([c:20]1[cH:21][cH:22][c:23]([CH:26]([OH:27])[c:28]2[c:29]([O:34][CH2:35][c:36]3[cH:37][cH:38][cH:39][cH:40][cH:41]3)[cH:30][cH:31][cH:32][cH:33]2)[cH:24][cH:25]1)=[O:42].[CH3:44][C:45]#[N:46].[OH2:43]>>[CH3:17][O:18][C:19]([c:20]1[cH:21][cH:22][c:23]([CH2:26][c:28]2[c:29]([O:34][CH2:35][c:36]3[cH:37][cH:38][cH:39][cH:40][cH:41]3)[cH:30][cH:31][cH:32][cH:33]2)[cH:24][cH:25]1)=[O:42]. Starting materials: C(=O)([O-])[O-].[Na+].[Na+] (Na2CO3), ClC1=CC(=NC=N1)NC1=CC=C(C=C1)NC(OC(C)(C)C)=O (tert-Butyl N-[4-(6-chloropyrimidin-4-ylamino)-phenyl]carbamate), ClC1=CC(=NC=N1)NC1=CC=C(C=C1)NC(OC(C)(C)C)=O (tert-Butyl N-[4-(6-chloropyrimidin-4-ylamino)-phenyl]carbamate), C1=CC=C(C=2OC3=C(C21)C=CC=C3)B(O)O (4-dibenzofurane boronic acid), dichloro-bis(tricyclohexylphosphine) palladium(II). Run in C(OC)COC (dimethoxyethane). Product: C1=CC=C(C=2OC3=C(C21)C=CC=C3)C3=CC(=NC=N3)NC3=CC=C(C=C3)NC(OC(C)(C)C)=O (tert-Butyl N-[4-(6-dibenzofuran-4-yl-pyrimidin-4-ylamino)-phenyl]carbamate). Reaction SMILES: Cl[C:2]1[N:7]=[CH:6][N:5]=[C:4]([NH:8][C:9]2[CH:14]=[CH:13][C:12]([NH:15][C:16](=[O:22])[O:17][C:18]([CH3:21])([CH3:20])[CH3:19])=[CH:11][CH:10]=2)[CH:3]=1.[CH:23]1[C:31]2[C:30]3[CH:32]=[CH:33][CH:34]=[CH:35][C:29]=3[O:28][C:27]=2[C:26](B(O)O)=[CH:25][CH:24]=1.C([O-])([O-])=O.[Na+].[Na+]>C(COC)OC>[CH:23]1[C:31]2[C:30]3[CH:32]=[CH:33][CH:34]=[CH:35][C:29]=3[O:28][C:27]=2[C:26]([C:2]2[N:7]=[CH:6][N:5]=[C:4]([NH:8][C:9]3[CH:14]=[CH:13][C:12]([NH:15][C:16](=[O:22])[O:17][C:18]([CH3:21])([CH3:20])[CH3:19])=[CH:11][CH:10]=3)[CH:3]=2)=[CH:25][CH:24]=1 |f:2.3.4|. Procedure details: tert-Butyl N-[4-(6-chloropyrimidin-4-ylamino)-phenyl]carbamate (compound C1) (10.1 g, 31 mmol) and 4-dibenzofurane boronic acid (9.96 g, 47 mmol) are heated in dimethoxyethane (500 mL) under an inert atmosphere with dichloro-bis(tricyclohexylphosphine)-palladium(II) (2.28 g, 3.1 mmol) and an aqueous Na2CO3-solution (32.8 g in 310 mL of water) for 4 h at 80° C. After evaporation and extraction of the residue, the product is purified by crystallization. Starting materials: C(C1=CC=CC=C1)(=O)OC1CCN(CC1)CC1=C(C=CC=C1)[N+](=O)[O-] (1-(2-nitro-benzyl)-piperidin-4-yl benzoate). Reagents/catalysts: [Ni] (Raney-nickel). The solvent is C(C)O (ethanol). Run at time 8 hour. Product: C(C1=CC=CC=C1)(=O)OC1CCN(CC1)CC1=C(C=CC=C1)N (1-(2-amino-benzyl)-piperidin-4-yl benzoate). Isolated yield 62.8%. Reaction SMILES: [C:1]([O:9][CH:10]1[CH2:15][CH2:14][N:13]([CH2:16][C:17]2[CH:22]=[CH:21][CH:20]=[CH:19][C:18]=2[N+:23]([O-])=O)[CH2:12][CH2:11]1)(=[O:8])[C:2]1[CH:7]=[CH:6][CH:5]=[CH:4][CH:3]=1>C(O)C.[Ni]>[C:1]([O:9][CH:10]1[CH2:15][CH2:14][N:13]([CH2:16][C:17]2[CH:22]=[CH:21][CH:20]=[CH:19][C:18]=2[NH2:23])[CH2:12][CH2:11]1)(=[O:8])[C:2]1[CH:3]=[CH:4][CH:5]=[CH:6][CH:7]=1. Procedure details: 0.345 g (0.00101 mol) of 1-(2-nitro-benzyl)-piperidin-4-yl benzoate was dissolved in 15 ml of ethanol and treated with 0.2 g of Raney-nickel. The mixture was hydrogenated at room temperature and under normal pressure for 8 hrs. The catalyst was filtered off and, after concentration, the residue was chromatographed on silica gel with ethyl acetate/ hexane (1:3) as the eluent. 0.197 g (61%) of 1-(2-amino-benzyl)-piperidin-4-yl benzoate was obtained as a colorless oil. MS: me/e=311 (C19H23N2 O2+). The reactants are ClC=1NC=C(N1)[N+](=O)[O-] (2-Chloro-4-nitro-1H-imidazole), CN(C(OCC1=CC=C(C=C1)F)=O)CC1(OC1)C (4-fluorobenzyl N-methyl-(2-methyloxiran-2-ylmethyl)carbamate), C(C)(=O)[O-].[Na+] (sodium acetate). Solvent: C(C)O (ethanol). The product is ClC=1N(C=C(N1)[N+](=O)[O-])CC(CN(C(OCC1=CC=C(C=C1)F)=O)C)(C)O (4-fluorobenzyl [3-(2-chloro-4-nitroimidazol-1-yl)-2-hydroxy-2-methylpropyl]-N-methylcarbamate). The yield is 65.0%. As a reaction SMILES: [Cl:1][C:2]1[NH:3][CH:4]=[C:5]([N+:7]([O-:9])=[O:8])[N:6]=1.[CH3:10][N:11]([CH2:23][C:24]1([CH3:27])[CH2:26][O:25]1)[C:12](=[O:22])[O:13][CH2:14][C:15]1[CH:20]=[CH:19][C:18]([F:21])=[CH:17][CH:16]=1.C([O-])(=O)C.[Na+]>C(O)C>[Cl:1][C:2]1[N:3]([CH2:27][C:24]([OH:25])([CH3:26])[CH2:23][N:11]([CH3:10])[C:12](=[O:22])[O:13][CH2:14][C:15]2[CH:16]=[CH:17][C:18]([F:21])=[CH:19][CH:20]=2)[CH:4]=[C:5]([N+:7]([O-:9])=[O:8])[N:6]=1 |f:2.3|. Procedure: 2-Chloro-4-nitro-1H-imidazole (0.953 g, 6.46 mmol) and 4-fluorobenzyl N-methyl-(2-methyloxiran-2-ylmethyl)carbamate (1.964 g, 7.75 mmol) were dissolved in ethanol (20 ml). To the solution, sodium acetate (0.583 g, 7.11 mmol) was added followed by stirring under reflux overnight. The reaction mixture was concentrated under reduced pressure. To the residue, ethyl acetate and water were added, and the solution was extracted with ethyl acetate. The organic phase was dried over sodium sulfate. After ...